This data is from the Open Reaction Database (ORD), a public repository of structured organic reaction records. The task is: describe an organic reaction: reactants, conditions, products, and yield Reactants: ClC1=CC=C(C(=N1)C)C(=O)N1[C@H](CN(CC1)S(=O)(=O)C1=CC=C(C=C1)C(F)(F)F)C ((2S)-1-[(6-Chloro-2-methyl-3-pyridinyl)carbonyl]-2-methyl-4-{[4-(trifluoromethyl)phenyl]sulfonyl}piperazine), N1CCC1 (Azetidine). Solvent: C(C)(C)O (isopropanol). Run at temperature 120 celsius. Yields the product Cl.N1(CCC1)C1=CC=C(C(=N1)C)C(=O)N1[C@H](CN(CC1)S(=O)(=O)C1=CC=C(C=C1)C(F)(F)F)C ((2S)-1-{[6-(1-Azetidinyl)-2-methyl-3-pyridinyl]carbonyl}-2-methyl-4-{[4-(trifluoromethyl)phenyl]sulfonyl}piperazine hydrochloride). Yield: 61.9%. As a reaction SMILES: [Cl:1][C:2]1[N:7]=[C:6]([CH3:8])[C:5]([C:9]([N:11]2[CH2:16][CH2:15][N:14]([S:17]([C:20]3[CH:25]=[CH:24][C:23]([C:26]([F:29])([F:28])[F:27])=[CH:22][CH:21]=3)(=[O:19])=[O:18])[CH2:13][C@@H:12]2[CH3:30])=[O:10])=[CH:4][CH:3]=1.[NH:31]1[CH2:34][CH2:33][CH2:32]1>C(O)(C)C>[ClH:1].[N:31]1([C:2]2[N:7]=[C:6]([CH3:8])[C:5]([C:9]([N:11]3[CH2:16][CH2:15][N:14]([S:17]([C:20]4[CH:25]=[CH:24][C:23]([C:26]([F:29])([F:28])[F:27])=[CH:22][CH:21]=4)(=[O:19])=[O:18])[CH2:13][C@@H:12]3[CH3:30])=[O:10])=[CH:4][CH:3]=2)[CH2:34][CH2:33][CH2:32]1 |f:3.4|. Reported procedure: (2S)-1-[(6-Chloro-2-methyl-3-pyridinyl)carbonyl]-2-methyl-4-{[4-(trifluoromethyl)phenyl]sulfonyl}piperazine (may be prepared as described in Example 24) (66 mg, 0.14 mmol) was transferred into a microwave vial as a solution in isopropanol (1.4 ml). Azetidine (0.163 ml, 2.42 mmol) was added and the clear solution was heated in the microwave to 120° C. for 18 h with stirring. LCMS analysis showed >80% conversion. The reaction mixture was concentrated to give the crude material as a colourless gum ...